Dataset: the Open Reaction Database (ORD), a public repository of structured organic reaction records. Task: describe an organic reaction: reactants, conditions, products, and yield The reactants are ClCCl, CC(C)=O, CO, O=[O+][O-], C=C(CCl)C(C(=O)OC(c1ccccc1)c1ccccc1)N1C(=O)C2N=C(COc3ccccc3)SC21. The product is O=C(OC(c1ccccc1)c1ccccc1)C(=C(O)CCl)N1C(=O)C2N=C(COc3ccccc3)SC21. As a reaction SMILES: [CH2:45]([Cl:46])[Cl:47].[CH3:1][C:2]([CH3:3])=[O:4].[CH3:48][OH:49].[O-:42][O+:43]=[O:44].[O:5]([c:6]1[cH:7][cH:8][cH:9][cH:10][cH:11]1)[CH2:12][C:13]1=[N:14][CH:15]2[C:16](=[O:41])[N:17]([CH:20]([C:21](=[O:22])[O:23][CH:24]([c:25]3[cH:26][cH:27][cH:28][cH:29][cH:30]3)[c:31]3[cH:32][cH:33][cH:34][cH:35][cH:36]3)[C:37]([CH2:38][Cl:39])=[CH2:40])[CH:18]2[S:19]1>>[OH:4][C:37](=[C:20]([N:17]1[C:16](=[O:41])[CH:15]2[N:14]=[C:13]([CH2:12][O:5][c:6]3[cH:7][cH:8][cH:9][cH:10][cH:11]3)[S:19][CH:18]21)[C:21](=[O:22])[O:23][CH:24]([c:25]1[cH:26][cH:27][cH:28][cH:29][cH:30]1)[c:31]1[cH:32][cH:33][cH:34][cH:35][cH:36]1)[CH2:38][Cl:39].